Dataset: the Open Reaction Database (ORD), a public repository of structured organic reaction records. Task: describe an organic reaction: reactants, conditions, products, and yield The reactants are C1=C(C=CC2=CC=CC=C12)C1C(NC(O1)=S)=O (5-(2Naphthyl)oxazolidin-4-one-2-thione), C(C)O (ethanol), OO (Hydrogen peroxide). Run in C(Cl)(Cl)Cl (chloroform), O (water). Yields the product C1=C(C=CC2=CC=CC=C12)C1C(NC(O1)=O)=O (5-(2-Naphthyl)oxazolidine-2,4-dione). RXN SMILES: [CH:1]1[C:10]2[C:5](=[CH:6][CH:7]=[CH:8][CH:9]=2)[CH:4]=[CH:3][C:2]=1[CH:11]1[O:15][C:14](=S)[NH:13][C:12]1=[O:17].C([OH:20])C.OO>C(Cl)(Cl)Cl.O>[CH:1]1[C:10]2[C:5](=[CH:6][CH:7]=[CH:8][CH:9]=2)[CH:4]=[CH:3][C:2]=1[CH:11]1[O:15][C:14](=[O:20])[NH:13][C:12]1=[O:17]. Procedure details: 5-(2Naphthyl)oxazolidin-4-one-2-thione (2.0 g., 8.2 mmoles) was partially dissolved in 25 ml. of aqueous ethanol at 50° C. Hydrogen peroxide (30%, 7 ml. was added) and the mixture refluxed for 4 hours. The reaction mixture was cooled, diluted with chloroform and water and the organic layer separated. The organic layer was extracted with saturated sodium bicarbonate. The bicarbonate layer was carefully acidified with dilute hydrochloric acid and the precipitated product recovered by filtration. R... The reactants are CC(C)C(=O)Nc1cccc(C2CCN(CCC(N)c3ccccc3)CC2)c1, O=C(Cl)c1cccnc1Oc1ccccc1. Yields the product CC(C)C(=O)Nc1cccc(C2CCN(CCC(NC(=O)c3cccnc3Oc3ccccc3)c3ccccc3)CC2)c1. Reaction SMILES: [NH2:1][CH:2]([CH2:3][CH2:4][N:5]1[CH2:6][CH2:7][CH:8]([c:11]2[cH:12][c:13]([NH:17][C:18]([CH:19]([CH3:20])[CH3:21])=[O:22])[cH:14][cH:15][cH:16]2)[CH2:9][CH2:10]1)[c:23]1[cH:24][cH:25][cH:26][cH:27][cH:28]1.[O:29]([c:30]1[cH:31][cH:32][cH:33][cH:34][cH:35]1)[c:36]1[c:37]([C:38](=[O:39])[Cl:40])[cH:41][cH:42][cH:43][n:44]1>>[NH:1]([CH:2]([CH2:3][CH2:4][N:5]1[CH2:6][CH2:7][CH:8]([c:11]2[cH:12][c:13]([NH:17][C:18]([CH:19]([CH3:20])[CH3:21])=[O:22])[cH:14][cH:15][cH:16]2)[CH2:9][CH2:10]1)[c:23]1[cH:24][cH:25][cH:26][cH:27][cH:28]1)[C:38]([c:37]1[c:36]([O:29][c:30]2[cH:31][cH:32][cH:33][cH:34][cH:35]2)[n:44][cH:43][cH:42][cH:41]1)=[O:39].